From a dataset of the Open Reaction Database (ORD), a public repository of structured organic reaction records. describe an organic reaction: reactants, conditions, products, and yield Starting materials: [OH-].[Na+] (sodium hydroxide), C1(=CC=CC=C1)C (Toluene), [OH-].[Na+] (sodium hydroxide), S(=O)(=O)(O)O.NCC (2-aminoethane hydrogen sulfate), Intermediate ( d ), ClC[C@@H](CC1=CC(=C(C=C1)F)C(F)(F)F)O ((R)-1-chloro-3-(4-fluoro-3-trifluoromethylphenyl)-2-propanol), resultant mixture. Solvent: O (water), O (water), CO (methanol). Run at time 5 minute. Yields the product desired intermediate ( c ), FC1=C(C=C(C[C@@H]2CNCCO2)C=C1)C(F)(F)F ((R)-2-(4-fluoro-3-trifluoromethylbenzyl)morpholine). As a reaction SMILES: [OH-].[Na+].Cl[CH2:4][C@H:5]([OH:18])[CH2:6][C:7]1[CH:12]=[CH:11][C:10]([F:13])=[C:9]([C:14]([F:17])([F:16])[F:15])[CH:8]=1.S(O)(O)(=O)=O.[NH2:24][CH2:25][CH3:26].C1(C)C=CC=CC=1>O.CO>[F:13][C:10]1[CH:11]=[CH:12][C:7]([CH2:6][C@H:5]2[O:18][CH2:26][CH2:25][NH:24][CH2:4]2)=[CH:8][C:9]=1[C:14]([F:17])([F:16])[F:15] |f:0.1,3.4|. Reported procedure: Powdered sodium hydroxide (3.36 g, 84 mmol) was dissolved in water (5.6 mL) and cooled to room temperature. Intermediate (d) (R)-1-chloro-3-(4-fluoro-3-trifluoromethylphenyl)-2-propanol (assumed 13 mmol) was added as a solution in methanol (13.3 mL in total) and the mixture stirred for 5 minutes at room temperature. 2-aminoethane hydrogen sulfate (7.90 g, 56 mmol) was added in one portion and the resultant mixture warmed to 40° C. (bath temperature) for 2 hrs. Toluene (35 mL) and sodium hydroxid...